The task is: describe an organic reaction: reactants, conditions, products, and yield. This data is from the Open Reaction Database (ORD), a public repository of structured organic reaction records. Reactants: O=c1[nH]c2ccc(F)cc2[nH]c1=O, [K+], O=[N+]([O-])[O-], O=S(=O)(O)O. The product is O=c1[nH]c2cc(F)c([N+](=O)[O-])cc2[nH]c1=O. As a reaction SMILES: [F:1][c:2]1[cH:3][c:4]2[nH:5][c:6](=[O:13])[c:7](=[O:12])[nH:8][c:9]2[cH:10][cH:11]1.[K+:18].[N+:14](=[O:15])([O-:16])[O-:17].[S:19](=[O:20])(=[O:21])([OH:22])[OH:23]>>[F:1][c:2]1[cH:3][c:4]2[nH:5][c:6](=[O:13])[c:7](=[O:12])[nH:8][c:9]2[cH:10][c:11]1[N+:14](=[O:15])[O-:16]. Starting materials: CCOC(=O)CC(=O)OCC, ClC(Cl)(Cl)Cl, CCCC1CCC(C(=O)Cl)CC1, CCO, Cc1ccccc1, [Mg], O=S(=O)(O)O. Product: CCCC1CCC(C(=O)C(C(=O)OCC)C(=O)OCC)CC1. Reaction SMILES: [C:2]([CH2:3][C:4](=[O:5])[O:6][CH2:7][CH3:8])(=[O:9])[O:10][CH2:11][CH3:12].[C:40]([Cl:41])([Cl:42])([Cl:43])[Cl:44].[CH2:13]([CH2:14][CH3:15])[CH:16]1[CH2:17][CH2:18][CH:19]([C:22](=[O:23])[Cl:24])[CH2:20][CH2:21]1.[CH3:30][CH2:31][OH:32].[CH3:33][c:34]1[cH:35][cH:36][cH:37][cH:38][cH:39]1.[Mg:1].[S:25](=[O:26])(=[O:27])([OH:28])[OH:29]>>[C:2]([CH:3]([C:4](=[O:5])[O:6][CH2:7][CH3:8])[C:22]([CH:19]1[CH2:18][CH2:17][CH:16]([CH2:13][CH2:14][CH3:15])[CH2:21][CH2:20]1)=[O:23])(=[O:9])[O:10][CH2:11][CH3:12]. The reactants are [N+](=O)([O-])C1=CC=C(C(=O)OCC2=CC=CC=C2)C=C1 (benzyl 4-nitrobenzoate), O.NN (Hydrazine hydrate). Reagents/catalysts: [Rh] (rhodium on carbon). Solvent: O1CCCC1 (tetrahydrofuran). Run at time 4 hour. Yields the product ONC1=CC=C(C(=O)OCC2=CC=CC=C2)C=C1 (benzyl 4-(hydroxyamino)benzoate). RXN SMILES: O.NN.[N+:4]([C:7]1[CH:22]=[CH:21][C:10]([C:11]([O:13][CH2:14][C:15]2[CH:20]=[CH:19][CH:18]=[CH:17][CH:16]=2)=[O:12])=[CH:9][CH:8]=1)([O-])=[O:5]>[Rh].O1CCCC1>[OH:5][NH:4][C:7]1[CH:22]=[CH:21][C:10]([C:11]([O:13][CH2:14][C:15]2[CH:20]=[CH:19][CH:18]=[CH:17][CH:16]=2)=[O:12])=[CH:9][CH:8]=1 |f:0.1|. Procedure details: Hydrazine hydrate (containing 55% hydrazine, 1.5 mL, 26.25 mmol, 1.05 equiv.) was added dropwise over 1 minute to a mixture containing benzyl 4-nitrobenzoate (Brewster, J. H.; Ciotti, C. J., Jr. J. Am. Chem. Soc. 1955, 77, 6214; 6.43 g, 25 mmole, 1 equiv.), 5% rhodium on carbon (wet, 625 mg), and tetrahydrofuran (50 ml) at 0° C. under argon. When the addition was complete, the mixture was warmed to room temperature, stirred for 4 hours, and then was filtered through Celite®. Concentration of the... Reactants: BrC=1C(=C2CC[C@@H](N(C2=CC1)C(C)=O)C)O ((5)-1-(6-bromo-5-hydroxy-2-methyl-3,4-dihydroquinolin-1(2H)-yl)ethanone), C1(CC1)C(=O)Cl (cyclopropanecarbonyl chloride), C(C)(=O)Cl (acetyl chloride), COC1=C2CC[C@@H](NC2=CC=C1)C ((2S)-5-methoxy-2-methyl-1,2,3,4-tetrahydroquinoline), BrC1=C(C=2CC[C@@H](N(C2C=C1)C(=O)C1CC1)C)O ((2S)-6-bromo-1-cyclopropanecarbonyl-2-methyl-1,2,3,4-tetrahydroquinolin-5-ol). Product: BrC=1C(=C2CC[C@@H](N(C2=CC1)C(=O)OC)C)O (Methyl (S)-6-bromo-5-hydroxy-2-methyl-3,4-dihydroquinoline-1(2H)-carboxylate). Reaction SMILES: [Br:1][C:2]1[C:3]([OH:16])=[C:4]2[C:9](=[CH:10][CH:11]=1)[N:8]([C:12](=[O:14])C)[C@@H:7]([CH3:15])[CH2:6][CH2:5]2.[C:17](Cl)(=[O:19])C.COC1C=CC=C2C=1CC[C@H](C)N2.BrC1C=CC2N(C(C3CC3)=O)[C@@H](C)CCC=2C=1O.C1(C(Cl)=O)CC1>>[Br:1][C:2]1[C:3]([OH:16])=[C:4]2[C:9](=[CH:10][CH:11]=1)[N:8]([C:12]([O:19][CH3:17])=[O:14])[C@@H:7]([CH3:15])[CH2:6][CH2:5]2. Procedure details: Methyl (S)-6-bromo-5-hydroxy-2-methyl-3,4-dihydroquinoline-1(2H)-carboxylate was synthesized following the procedure for (5)-1-(6-bromo-5-hydroxy-2-methyl-3,4-dihydroquinolin-1(2H)-yl)ethanone substituting methyl chloroformate for acetyl chloride in Step 5 or from (2S)-5-methoxy-2-methyl-1,2,3,4-tetrahydroquinoline following the procedure used for the synthesis of (2S)-6-bromo-1-cyclopropanecarbonyl-2-methyl-1,2,3,4-tetrahydroquinolin-5-ol, substituting methyl chloroformate for cyclopropanecarbo... Reactants: COc1cc2nccc(Oc3ccc(NC(=O)Oc4ccccc4)cc3)c2cc1C#N, CS(C)=O, Nc1ccccn1, O. Yields the product COc1cc2nccc(Oc3ccc(NC(=O)Nc4ccccn4)cc3)c2cc1C#N. RXN SMILES: [C:1](#[N:2])[c:3]1[cH:4][c:5]2[c:6]([O:15][c:16]3[cH:17][cH:18][c:19]([NH:22][C:23]([O:24][c:25]4[cH:26][cH:27][cH:28][cH:29][cH:30]4)=[O:31])[cH:20][cH:21]3)[cH:7][cH:8][n:9][c:10]2[cH:11][c:12]1[O:13][CH3:14].[CH3:40][S:41]([CH3:42])=[O:43].[NH2:32][c:33]1[n:34][cH:35][cH:36][cH:37][cH:38]1.[OH2:39]>>[C:1](#[N:2])[c:3]1[cH:4][c:5]2[c:6]([O:15][c:16]3[cH:17][cH:18][c:19]([NH:22][C:23](=[O:31])[NH:32][c:33]4[n:34][cH:35][cH:36][cH:37][cH:38]4)[cH:20][cH:21]3)[cH:7][cH:8][n:9][c:10]2[cH:11][c:12]1[O:13][CH3:14].